This data is from the Open Reaction Database (ORD), a public repository of structured organic reaction records. The task is: describe an organic reaction: reactants, conditions, products, and yield The reactants are ClC(C(=O)C1=CC=C2CN(C3=C(CN21)C=CC=C3)C(=O)C3=CC(=C(C=C3)C3=C(C=CC=C3)C)OC)(Cl)Cl (2,2,2-Trichloro-1-{10-[(2-methoxy-2′-methyl-1,1′-biphenyl-4-yl)carbonyl]-10,11-dihydro-5H-pyrrolo[2,1-c][1,4]benzodiazepin-3-yl}ethanone), CC1=C(CN)C=CC=C1 (2-methylbenzylamine). Yields the product COC1=C(C=CC(=C1)C(=O)N1CC=2N(CC3=C1C=CC=C3)C(=CC2)C(=O)NCC2=C(C=CC=C2)C)C2=C(C=CC=C2)C (10-[(2-METHOXY-2′-METHYL-1,1′-BIPHENYL-4-YL)CARBONYL]-N-(2-METHYLBENZYL)-10,11-DIHYDRO-5H-PYRROLO[2,1-C][1,4]BENZODIAZEPINE-3-CARBOXAMIDE). The yield is 68.0%. RXN SMILES: ClC(Cl)(Cl)[C:3]([C:5]1[N:14]2[C:8]([CH2:9][N:10]([C:19]([C:21]3[CH:26]=[CH:25][C:24]([C:27]4[CH:32]=[CH:31][CH:30]=[CH:29][C:28]=4[CH3:33])=[C:23]([O:34][CH3:35])[CH:22]=3)=[O:20])[C:11]3[CH:18]=[CH:17][CH:16]=[CH:15][C:12]=3[CH2:13]2)=[CH:7][CH:6]=1)=[O:4].[CH3:38][C:39]1[CH:46]=[CH:45][CH:44]=[CH:43][C:40]=1[CH2:41][NH2:42]>>[CH3:35][O:34][C:23]1[CH:22]=[C:21]([C:19]([N:10]2[C:11]3[CH:18]=[CH:17][CH:16]=[CH:15][C:12]=3[CH2:13][N:14]3[C:5]([C:3]([NH:42][CH2:41][C:40]4[CH:43]=[CH:44][CH:45]=[CH:46][C:39]=4[CH3:38])=[O:4])=[CH:6][CH:7]=[C:8]3[CH2:9]2)=[O:20])[CH:26]=[CH:25][C:24]=1[C:27]1[CH:32]=[CH:31][CH:30]=[CH:29][C:28]=1[CH3:33]. Reported procedure: The title compound was prepared in 68% yield in the manner of Example 36 from 2,2,2-trichloro-1-{10-[(2-methoxy-2′-methyl-1,1′-biphenyl-4-yl)carbonyl]-10,11-dihydro-5H-pyrrolo[2,1-c][1,4]benzodiazepin-3-yl}ethanone of Example 35 and 2-methylbenzylamine, m.p. 204° C. MS [(+)ESI), m/z]: 556 [M+H]+ Anal. Calcd for C36H33N3O3: C, 77.81; H, 5.99; N, 7.56. Found: C, 77.73; H, 5.95; N, 7.55. Reactants: CC(C)(C)[O-], Cc1ccccc1, COc1cncnc1Cl, COCCCN1C(=O)CCc2ccc(COC3CN(C(=O)OC(C)(C)C)CCC3c3ccc(OCCCCN)cc3)cc21, [Na+]. The product is COCCCN1C(=O)CCc2ccc(COC3CN(C(=O)OC(C)(C)C)CCC3c3ccc(OCCCCNc4ncncc4OC)cc3)cc21. Reaction SMILES: [CH3:53][C:54]([CH3:55])([O-:56])[CH3:57].[CH3:59][c:60]1[cH:61][cH:62][cH:63][cH:64][cH:65]1.[Cl:44][c:45]1[n:46][cH:47][n:48][cH:49][c:50]1[O:51][CH3:52].[NH2:1][CH2:2][CH2:3][CH2:4][CH2:5][O:6][c:7]1[cH:8][cH:9][c:10]([CH:13]2[CH:14]([O:26][CH2:27][c:28]3[cH:29][cH:30][c:31]4[c:36]([cH:37]3)[N:35]([CH2:38][CH2:39][CH2:40][O:41][CH3:42])[C:34](=[O:43])[CH2:33][CH2:32]4)[CH2:15][N:16]([C:19](=[O:20])[O:21][C:22]([CH3:23])([CH3:24])[CH3:25])[CH2:17][CH2:18]2)[cH:11][cH:12]1.[Na+:58]>>[NH:1]([CH2:2][CH2:3][CH2:4][CH2:5][O:6][c:7]1[cH:8][cH:9][c:10]([CH:13]2[CH:14]([O:26][CH2:27][c:28]3[cH:29][cH:30][c:31]4[c:36]([cH:37]3)[N:35]([CH2:38][CH2:39][CH2:40][O:41][CH3:42])[C:34](=[O:43])[CH2:33][CH2:32]4)[CH2:15][N:16]([C:19](=[O:20])[O:21][C:22]([CH3:23])([CH3:24])[CH3:25])[CH2:17][CH2:18]2)[cH:11][cH:12]1)[c:45]1[n:46][cH:47][n:48][cH:49][c:50]1[O:51][CH3:52]. Starting materials: CCOC(C)=O, C[S-], COc1cc(F)ccc1C(C)=O, [Na+], CN(C)C=O. The product is COc1cc(SC)ccc1C(C)=O. Reaction SMILES: [CH3:16][CH2:17][O:18][C:19]([CH3:20])=[O:21].[CH3:1][S-:2].[F:4][c:5]1[cH:6][c:7]([O:14][CH3:15])[c:8]([C:11]([CH3:12])=[O:13])[cH:9][cH:10]1.[Na+:3].[O:22]=[CH:23][N:24]([CH3:25])[CH3:26]>>[CH3:1][S:2][c:5]1[cH:6][c:7]([O:14][CH3:15])[c:8]([C:11]([CH3:12])=[O:13])[cH:9][cH:10]1. Reactants: COC(=O)c1ccc(N(C(=O)OC(C)(C)C)C(CC(C)C)c2ccc(-n3cc(C(F)(F)F)cn3)nc2)nc1, ClCCl, O=C(O)C(F)(F)F. Yields the product COC(=O)c1ccc(NC(CC(C)C)c2ccc(-n3cc(C(F)(F)F)cn3)nc2)nc1. Reaction SMILES: [C:1]([O:2][C:3](=[O:4])[N:8]([c:9]1[n:10][cH:11][c:12]([C:13](=[O:14])[O:15][CH3:16])[cH:17][cH:18]1)[CH:19]([CH2:20][CH:21]([CH3:22])[CH3:23])[c:24]1[cH:25][n:26][c:27](-[n:30]2[n:31][cH:32][c:33]([C:35]([F:36])([F:37])[F:38])[cH:34]2)[cH:28][cH:29]1)([CH3:5])([CH3:6])[CH3:7].[Cl:46][CH2:47][Cl:48].[OH:39][C:40]([C:41]([F:42])([F:43])[F:44])=[O:45]>>[NH:8]([c:9]1[n:10][cH:11][c:12]([C:13](=[O:14])[O:15][CH3:16])[cH:17][cH:18]1)[CH:19]([CH2:20][CH:21]([CH3:22])[CH3:23])[c:24]1[cH:25][n:26][c:27](-[n:30]2[n:31][cH:32][c:33]([C:35]([F:36])([F:37])[F:38])[cH:34]2)[cH:28][cH:29]1.